Task: describe an organic reaction: reactants, conditions, products, and yield. Dataset: the Open Reaction Database (ORD), a public repository of structured organic reaction records Reactants: Cl.NC1CCC2=CC3=C(OCC3)C=C2C1 (7-Amino-2,3,5,6,7,8-hexahydronaphtho[2,3-b]furan hydrochloride), C(C)OCCBr (2-bromoethyl ethyl ether), C([O-])([O-])=O.[Na+].[Na+] (sodium carbonate). Solvent: C(C)O (ethanol). Run at time 20 hour. Product: C(C)OCCNC1CCC2=CC3=C(OCC3)C=C2C1 (7-[N-(2-Ethoxyethyl)amino]-2,3,5,6,7,8-hexahydronaphtho-[2,3-b]furan). Reaction SMILES: Cl.[NH2:2][CH:3]1[CH2:15][C:14]2[C:6](=[CH:7][C:8]3[CH2:12][CH2:11][O:10][C:9]=3[CH:13]=2)[CH2:5][CH2:4]1.[CH2:16]([O:18][CH2:19][CH2:20]Br)[CH3:17].C(=O)([O-])[O-].[Na+].[Na+]>C(O)C>[CH2:16]([O:18][CH2:19][CH2:20][NH:2][CH:3]1[CH2:15][C:14]2[C:6](=[CH:7][C:8]3[CH2:12][CH2:11][O:10][C:9]=3[CH:13]=2)[CH2:5][CH2:4]1)[CH3:17] |f:0.1,3.4.5|. Procedure: A mixture containing 7.8 g of the compound of Example 2, 6.7 g of 2-bromoethyl ethyl ether and 6.2 g of sodium carbonate in ethanol is brought to reflux with stirring for 20 hours. Starting materials: O=C(Cl)c1ccc(C(=O)OCc2ccccc2)cc1, CC=O, [Cl-], [Cl-], ClCCl, [Zn+2]. Yields the product CC(Cl)OC(=O)c1ccc(C(=O)OCc2ccccc2)cc1. As a reaction SMILES: [CH2:1]([c:2]1[cH:3][cH:4][cH:5][cH:6][cH:7]1)[O:8][C:9](=[O:10])[c:11]1[cH:12][cH:13][c:14]([C:15](=[O:16])[Cl:17])[cH:18][cH:19]1.[CH:20]([CH3:21])=[O:22].[Cl-:26].[Cl-:28].[Cl:23][CH2:24][Cl:25].[Zn+2:27]>>[CH2:1]([c:2]1[cH:3][cH:4][cH:5][cH:6][cH:7]1)[O:8][C:9](=[O:10])[c:11]1[cH:12][cH:13][c:14]([C:15](=[O:16])[O:22][CH:20]([CH3:21])[Cl:23])[cH:18][cH:19]1. Reactants: C1(CCCCC1)P(C1=C(C=CC=C1)C1=C(C=C(C=C1CCC)CCC)CCC)C1CCCCC1 (2-(Dicyclohexylphosphino)-2′,4′,6′,-tri-1-propyl-1,1′-biphenyl), [O-]P(=O)([O-])[O-].[K+].[K+].[K+] (potassium phosphate tribasic), O1CCC(=CC1)C=1C(=NC2=CC=C(C=C2C1)B1OC(C(O1)(C)C)(C)C)N (3-(3,6-dihydro-2H-pyran-4-yl)-6-(4,4,5,5-tetramethyl-1,3,2-dioxaborolan-2-yl)quinolin-2-amine), C(C)(=O)[O-].[K+] (potassium acetate), IC1=C(C=CC=C1C)C(=O)N1CCCC1 ((2-iodo-3-methylphenyl)(pyrrolidin-1-yl)methanone). Reaction SMILES: [O:1]1[CH2:6][CH:5]=[C:4]([C:7]2[C:8]([NH2:26])=[N:9][C:10]3[C:15]([CH:16]=2)=[CH:14][C:13](B2OC(C)(C)C(C)(C)O2)=[CH:12][CH:11]=3)[CH2:3][CH2:2]1.C([O-])(=O)C.[K+].I[C:33]1[C:38]([CH3:39])=[CH:37][CH:36]=[CH:35][C:34]=1[C:40]([N:42]1[CH2:46][CH2:45][CH2:44][CH2:43]1)=[O:41].C1(P(C2CCCCC2)C2C=CC=CC=2C2C(CCC)=CC(CCC)=CC=2CCC)CCCCC1.[O-]P([O-])([O-])=O.[K+].[K+].[K+]>CC(P(C(C)(C)C)C1C=CC(N(C)C)=CC=1)(C)C.CC(P(C(C)(C)C)C1C=CC(N(C)C)=CC=1)(C)C.Cl[Pd]Cl.C1C=CC(/C=C/C(/C=C/C2C=CC=CC=2)=O)=CC=1.C1C=CC(/C=C/C(/C=C/C2C=CC=CC=2)=O)=CC=1.C1C=CC(/C=C/C(/C=C/C2C=CC=CC=2)=O)=CC=1.[Pd].[Pd]>[NH2:26][C:8]1[C:7]([C:4]2[CH2:3][CH2:2][O:1][CH2:6][CH:5]=2)=[CH:16][C:15]2[C:10](=[CH:11][CH:12]=[C:13]([C:33]3[C:38]([CH3:39])=[CH:37][CH:36]=[CH:35][C:34]=3[C:40]([N:42]3[CH2:46][CH2:45][CH2:44][CH2:43]3)=[O:41])[CH:14]=2)[N:9]=1 |f:1.2,5.6.7.8,9.10.11,12.13.14.15.16|. The reagents and catalysts are C=1C=CC(=CC1)/C=C/C(=O)/C=C/C2=CC=CC=C2.C=1C=CC(=CC1)/C=C/C(=O)/C=C/C2=CC=CC=C2.C=1C=CC(=CC1)/C=C/C(=O)/C=C/C2=CC=CC=C2.[Pd].[Pd] (Pd2(dba)3), CC(C)(C)P(C1=CC=C(C=C1)N(C)C)C(C)(C)C.CC(C)(C)P(C1=CC=C(C=C1)N(C)C)C(C)(C)C.Cl[Pd]Cl (bis(di-tert-butyl(4-dimethylaminophenyl)phosphine)dichloropalladium(II)). Run at temperature 130 celsius. Yields the product NC1=NC2=CC=C(C=C2C=C1C=1CCOCC1)C1=C(C=CC=C1C)C(=O)N1CCCC1 ((2-(2-amino-3-(3,6-dihydro-2H-pyran-4-yl)quinolin-6-yl)-3-methylphenyl)(pyrrolidin-1-yl)methanone). Reported procedure: A glass microwave reaction vessel was charged with 3-(3,6-dihydro-2H-pyran-4-yl)-6-(4,4,5,5-tetramethyl-1,3,2-dioxaborolan-2-yl)quinolin-2-amine (0.058 g, 0.165 mmol), potassium acetate (0.032 g, 0.329 mmol), bis(di-tert-butyl(4-dimethylaminophenyl)phosphine)dichloropalladium(II) (5.83 mg, 8.23 μmol), and (2-iodo-3-methylphenyl)(pyrrolidin-1-yl)methanone (0.078 g, 0.247 mmol). The vessel was evacuated and flushed with N2 gas 3× before EtOH1 (1.6 mL) and water (0.23 mL) (each degassed by bubbling... The reactants are C(C)(C)(C)C=1C=CC(C1)=C(C)C (3-tert-butyl-6,6-dimethylfulvene), CC1(CCC(C=2C=C3C=4C=C5C(=CC4CC3=CC21)C(CCC5(C)C)(C)C)(C)C)C (1,1,4,4,7,7,10,10-octamethyl-1,2,3,4,7,8,9,10-octahydrodibenzo(b,h)-fluorene), CCCCCC (hexane), C(CCC)[Li] (n-butyllithium). Solvent: C1CCOC1 (THF), C1CCOC1 (THF), O (water). The product is C(C)(C)(C)C1=CC(C=C1)C(C)(C)C1C(C2=C(C=C3C=4C=C5C(=CC4CC3=C2)C(CCC5(C)C)(C)C)C(C1)(C)C)(C)C (2-(3-tert-butylcyclopentadienyl)-2-(1,1,4,4,7,7,10,10-octamethyl-1,2,3,4,7,8,9,10-octahydrodibenzo(b,h)-fluorenyl)propane). Yield: 43.3%. Reaction SMILES: [CH3:1][C:2]1([CH3:29])[C:18]2[CH:17]=[C:16]3[C:8]([C:9]4[CH:10]=[C:11]5[C:22]([CH3:24])([CH3:23])[CH2:21][CH2:20][C:19]([CH3:26])([CH3:25])[C:12]5=[CH:13][C:14]=4[CH2:15]3)=[CH:7][C:6]=2[C:5]([CH3:28])([CH3:27])[CH2:4][CH2:3]1.CCCCCC.C([Li])CCC.[C:41]([C:45]1[CH:46]=[CH:47][C:48](=[C:50]([CH3:52])[CH3:51])[CH:49]=1)([CH3:44])([CH3:43])[CH3:42]>C1COCC1.O>[C:41]([C:45]1[CH:46]=[CH:47][CH:48]([C:50]([CH:20]2[CH2:21][C:22]([CH3:24])([CH3:23])[C:11]3[CH:10]=[C:9]4[C:14](=[CH:13][C:12]=3[C:19]2([CH3:26])[CH3:25])[CH2:15][C:16]2[CH:17]=[C:18]3[C:2]([CH3:29])([CH3:1])[CH2:3][CH2:4][C:5]([CH3:28])([CH3:27])[C:6]3=[CH:7][C:8]4=2)([CH3:52])[CH3:51])[CH:49]=1)([CH3:44])([CH3:43])[CH3:42]. Procedure details: To a solution of 1.55 g (4.0 mmol) of 1,1,4,4,7,7,10,10-octamethyl-1,2,3,4,7,8,9,10-octahydrodibenzo(b,h)-fluorene in 50 ml of THF, 2.6 ml (4.2 mmol) of a hexane solution of n-butyllithium was dropwise added in a nitrogen atmosphere with ice cooling, followed by stirring at room temperature for one night. To the resulting red solution, a solution of 0.97 g (6.0 mmol) of 3-tert-butyl-6,6-dimethylfulvene in 25 ml of THF was further dropwise added in a nitrogen atmosphere with ice cooling, followed... The reactants are [N+](=O)([O-])C1=C(OCC(CN[C@H](C)C2=CC=CC=C2)O)C=CC=C1 (1-(2-nitrophenoxy)-3-{[(1R)-1 -phenylethy]amino}-2-propanol), ClC(=O)OCC1=CC=CC=C1 (benzyl chloroformate). Solvent: C1CCOC1 (THF), C(=O)([O-])[O-].[Na+].[Na+] (Na2CO3). Reaction conditions: time 30 minute. The product is OC(CN(C(OCC1=CC=CC=C1)=O)[C@H](C)C1=CC=CC=C1)COC1=C(C=CC=C1)[N+](=O)[O-] (benzyl 2-hydroxy-3-(2-nitrophenoxy)propyl[(1R)-1 -phenylethyl]carbamate). As a reaction SMILES: [N+:1]([C:4]1[CH:23]=[CH:22][CH:21]=[CH:20][C:5]=1[O:6][CH2:7][CH:8]([OH:19])[CH2:9][NH:10][C@@H:11]([C:13]1[CH:18]=[CH:17][CH:16]=[CH:15][CH:14]=1)[CH3:12])([O-:3])=[O:2].Cl[C:25]([O:27][CH2:28][C:29]1[CH:34]=[CH:33][CH:32]=[CH:31][CH:30]=1)=[O:26]>C1COCC1.C([O-])([O-])=O.[Na+].[Na+]>[OH:19][CH:8]([CH2:7][O:6][C:5]1[CH:20]=[CH:21][CH:22]=[CH:23][C:4]=1[N+:1]([O-:3])=[O:2])[CH2:9][N:10]([C@@H:11]([C:13]1[CH:14]=[CH:15][CH:16]=[CH:17][CH:18]=1)[CH3:12])[C:25](=[O:26])[O:27][CH2:28][C:29]1[CH:34]=[CH:33][CH:32]=[CH:31][CH:30]=1 |f:3.4.5|. Reported procedure: The product from Example 1B (31.3 g, 100 mmol) in THF (300 mL) and 10% Na2CO3 (250 mL) at 0° C. was treated dropwise with benzyl chloroformate (18.0 g, 105 mmol), stirred vigorously for 30 minutes, and extracted with diethyl ether. The organic layer was washed with brine, dried (MgSO4), and concentrated to provide the title compound.